From a dataset of the Open Reaction Database (ORD), a public repository of structured organic reaction records. describe an organic reaction: reactants, conditions, products, and yield Run at time 15 minute. Procedure details: A solution of 6-Bromoindole (1 g, 5 mmol) in DMF (3 ml) was added to a suspension of NaH (134.7 mg, 5.6 mmol) in DMF (98 ml) at 0° C. and stirred for 15 mins. Triisopropylsilyl chloride (1.082 g, 5.6 mmol) was added dropwise, and the reaction mixture stirred for 2 h before being poured into ice-water and extracted with ethyl acetate. The organic layer was washed with brine, concentrated in vacuo and the crude product passed through a silica gel column, eluting with hexanes, to give the title com... Isolated yield 23.1%. The reactants are BrC1=CC=C2C=CNC2=C1 (6-Bromoindole), [H-].[Na+] (NaH), ice water, C(C)(C)[Si](C(C)C)(C(C)C)Cl (Triisopropylsilyl chloride). Product: BrC1=CC=C2C=CN(C2=C1)[Si](C(C)C)(C(C)C)C(C)C (6-Bromo-1-triisopropylsilyl-indole). As a reaction SMILES: [Br:1][C:2]1[CH:10]=[C:9]2[C:5]([CH:6]=[CH:7][NH:8]2)=[CH:4][CH:3]=1.[H-].[Na+].[CH:13]([Si:16](Cl)([CH:20]([CH3:22])[CH3:21])[CH:17]([CH3:19])[CH3:18])([CH3:15])[CH3:14]>CN(C=O)C>[Br:1][C:2]1[CH:10]=[C:9]2[C:5]([CH:6]=[CH:7][N:8]2[Si:16]([CH:20]([CH3:22])[CH3:21])([CH:17]([CH3:19])[CH3:18])[CH:13]([CH3:15])[CH3:14])=[CH:4][CH:3]=1 |f:1.2|. The solvent is CN(C)C=O (DMF), CN(C)C=O (DMF). The reactants are BrCC=1C=C(C(=O)O)C=CC1 (3-bromomethylbenzoic acid), [C-]#N.[Na+] (sodium cyanide). The solvent is CO (methanol). Conditions: temperature 70 celsius, time 2 hour. The product is C(#N)CC=1C=C(C(=O)O)C=CC1 (3-cyanomethylbenzoic acid). RXN SMILES: Br[CH2:2][C:3]1[CH:4]=[C:5]([CH:9]=[CH:10][CH:11]=1)[C:6]([OH:8])=[O:7].[C-:12]#[N:13].[Na+]>CO>[C:12]([CH2:2][C:3]1[CH:4]=[C:5]([CH:9]=[CH:10][CH:11]=1)[C:6]([OH:8])=[O:7])#[N:13] |f:1.2|. Procedure: To a solution of 3-bromomethylbenzoic acid (2.29 g, 10 mmol) in methanol (30 mL) is added sodium cyanide (0.49 g, 10 mmol) and the mixture is stirred at 70° C. for 2 hrs. The solvent is removed under reduced pressure and water is added to the residue. The mixture is extracted with ether and the organic phase is dried over sodium sulfate. The solvent is removed under reduced pressure and the residue purified by column chromatography using CH2Cl2 as eluent to give 3-cyanomethylbenzoic acid.